The task is: describe an organic reaction: reactants, conditions, products, and yield. This data is from the Open Reaction Database (ORD), a public repository of structured organic reaction records. Starting materials: C(C)(C)(C)OC(=O)N1[C@@H](CC(C1)=NOC)C(=O)O ((2S,4EZ)-1-(tert-butoxycarbonyl)-4-(methoxyimino)-2-pyrrolidinecarboxylic acid), C1(=CC=C(C=C1)C(=O)Cl)C1=CC=CC=C1 ([1,1′-biphenyl]-4-carbonyl chloride), NCC(COC1=CC=C(C=C1)OC)O ((2RS)-1-amino-3-(4-methoxyphenoxy)-2-propanol). Yields the product C1(=CC=C(C=C1)C(=O)N1[C@@H](CC(C1)=NOC)C(=O)NCC(COC1=CC=C(C=C1)OC)O)C1=CC=CC=C1 ((2S,4EZ)-1-([1,1′-biphenyl]-4-ylcarbonyl)-N-[(2RS)-2-hydroxy-3-(4-methoxyphenoxy)propyl]-4-(methoxyimino)-2-pyrolidinecarboxamide). Reaction SMILES: C(O[C:6]([N:8]1[CH2:12][C:11](=[N:13][O:14][CH3:15])[CH2:10][C@H:9]1[C:16]([OH:18])=O)=[O:7])(C)(C)C.[C:19]1([C:28]2[CH:33]=[CH:32][CH:31]=[CH:30][CH:29]=2)[CH:24]=[CH:23][C:22](C(Cl)=O)=[CH:21][CH:20]=1.[NH2:34][CH2:35][CH:36]([OH:47])[CH2:37][O:38][C:39]1[CH:44]=[CH:43][C:42]([O:45][CH3:46])=[CH:41][CH:40]=1>>[C:28]1([C:19]2[CH:20]=[CH:21][CH:22]=[CH:23][CH:24]=2)[CH:29]=[CH:30][C:31]([C:6]([N:8]2[CH2:12][C:11](=[N:13][O:14][CH3:15])[CH2:10][C@H:9]2[C:16]([NH:34][CH2:35][CH:36]([OH:47])[CH2:37][O:38][C:39]2[CH:44]=[CH:43][C:42]([O:45][CH3:46])=[CH:41][CH:40]=2)=[O:18])=[O:7])=[CH:32][CH:33]=1. Reported procedure: Following the general method as outlined in Example 22, starting from (2S,4EZ)-1-(tert-butoxycarbonyl)-4-(methoxyimino)-2-pyrrolidinecarboxylic acid, [1,1′-biphenyl]-4-carbonyl chloride, and (2RS)-1-amino-3-(4-methoxyphenoxy)-2-propanol, the title compound was obtained in 81% purity by HPLC. MS(ESI+): m/z=518.